This data is from the Open Reaction Database (ORD), a public repository of structured organic reaction records. The task is: describe an organic reaction: reactants, conditions, products, and yield Reaction SMILES: B(F)(F)F.[CH3:5]COCC.C(=O)CCC=C.[CH3:16][C@@H:17]1[O:22][C@@H:21]([O:23][C@@H:24]2[C:29]3=C(O)C4C(=O)C5C(=CC=CC=5OC)C(=O)C=4C(O)=C3C[C@@](O)(C(CO)=O)C2)[CH2:20][C@H:19](N)[C@@H:18]1O>C(O)C>[CH2:24]([O:23][CH:21]([O:22][CH2:17][CH3:16])[CH2:20][CH2:19][CH:18]=[CH2:5])[CH3:29] |f:0.1|. The yield is 96.0%. Reported procedure: Boron trifluoride diethyl etherate (0.2 mL) was added, with stirring, to a solution of 4-pentenal (Cherif, A.; Farquhar, D. N-(5,5-diacetoxypent-1-yl)doxorubicin: A new intensely potent doxorubicin analogue. J. Med. Chem. 35, 3208-3214 (1992)) (2.5 g, 29.8 mmol) in ethanol (150 mL). The mixture was refluxed for 10 min under nitrogen, then the ethanol was removed under reduced pressure. The residue was taken up in dichloromethane (25 mL), and the solution was washed with 10% sodium acetate soluti... Solvent: C(C)O (ethanol). Reactants: N-(5,5-diacetoxypent-1-yl)doxorubicin, C[C@H]1[C@H]([C@H](C[C@@H](O1)O[C@H]2C[C@@](CC=3C2=C(C4=C(C3O)C(=O)C5=CC=CC(=C5C4=O)OC)O)(C(=O)CO)O)N)O (doxorubicin), B(F)(F)F.CCOCC (Boron trifluoride diethyl etherate), C(CCC=C)=O (4-pentenal). The product is C(C)OC(CCC=C)OCC (4-Pentenal diethyl acetal), oil.